The task is: describe an organic reaction: reactants, conditions, products, and yield. This data is from the Open Reaction Database (ORD), a public repository of structured organic reaction records. Starting materials: O=C1C(CN(CC1)C(=O)OC(C)(C)C)C(=O)OC (1-tert-Butyl 3-methyl 4-oxopiperidine-1,3-dicarboxylate), BrC1=CC=C(C=C1)NC(=N)N (1-(4-bromophenyl)guanidine), [O-]CC.[Na+] (sodium ethoxide). Solvent: C(C)O (ethanol). Yields the product BrC1=CC=C(C=C1)NC=1N=C(C2=C(N1)CCN(C2)C(=O)OC(C)(C)C)O (tert-butyl 2-(4-bromophenylamino)-4-hydroxy-7,8-dihydropyrido[4,3-d]pyrimidine-6(5H)-carboxylate). Yield: 88.5%. Reaction SMILES: O=[C:2]1[CH2:7][CH2:6][N:5]([C:8]([O:10][C:11]([CH3:14])([CH3:13])[CH3:12])=[O:9])[CH2:4][CH:3]1[C:15]([O:17]C)=O.[Br:19][C:20]1[CH:25]=[CH:24][C:23]([NH:26][C:27]([NH2:29])=[NH:28])=[CH:22][CH:21]=1.[O-]CC.[Na+]>C(O)C>[Br:19][C:20]1[CH:21]=[CH:22][C:23]([NH:26][C:27]2[N:28]=[C:15]([OH:17])[C:3]3[CH2:4][N:5]([C:8]([O:10][C:11]([CH3:12])([CH3:13])[CH3:14])=[O:9])[CH2:6][CH2:7][C:2]=3[N:29]=2)=[CH:24][CH:25]=1 |f:2.3|. Reported procedure: 1-tert-Butyl 3-methyl 4-oxopiperidine-1,3-dicarboxylate (1 g, 3.89 mmol), 1-(4-bromophenyl)guanidine (0.832 g, 3.89 mmol) and sodium ethoxide (0.264 g, 3.89 mmol) in ethanol (8 mL) were heated to 100° C. in a microwave reactor for 15 minutes. The reaction mixture was allowed to reach room temperature, the solid obtained was filtered and washed with cold ethanol and dried in a vacuum oven yielding tert-butyl 2-(4-bromophenylamino)-4-hydroxy-7,8-dihydropyrido[4,3-d]pyrimidine-6(5H)-carboxylate (1....